This data is from the Open Reaction Database (ORD), a public repository of structured organic reaction records. The task is: describe an organic reaction: reactants, conditions, products, and yield The reactants are C(C(=C)C)(=O)N=C=O (methacryloyl isocyanate), C(C1=CC=CC=C1)O (benzyl alcohol). The solvent is ClCCCl (1,2-dichloroethane), ClCCCl (1,2-dichloroethane). The product is C(C(=C)C)(=O)NC(OCC1=CC=CC=C1)=O (benzyl N-methacryloylcarbamate). RXN SMILES: [C:1]([N:6]=[C:7]=[O:8])(=[O:5])[C:2]([CH3:4])=[CH2:3].[CH2:9]([OH:16])[C:10]1[CH:15]=[CH:14][CH:13]=[CH:12][CH:11]=1>ClCCCl>[C:1]([NH:6][C:7](=[O:8])[O:16][CH2:9][C:10]1[CH:15]=[CH:14][CH:13]=[CH:12][CH:11]=1)(=[O:5])[C:2]([CH3:4])=[CH2:3]. Procedure details: A solution of methacryloyl isocyanate (11.1 g; 0.1 mol) in 1,2-dichloroethane (50 ml) was dropwise added to dry benzyl alcohol (10.8 g; 0.1 mol) under nitrogen stream while cooling with ice. After completion of the addition, 1,2-dichloroethane was evaporated under reduced pressure. The residue (21.8 g) was recrystallized from a mixture of hexane and benzene to give benzyl N-methacryloylcarbamate as colorless needles. M.P., 109°-110° C. The reactants are CCN(CC)C(=O)Cl, ClC(Cl)Cl, c1ccncc1, Nc1ccc2oc3c(c2c1)CCCC3. Yields the product CCN(CC)C(=O)Nc1ccc2oc3c(c2c1)CCCC3. Reaction SMILES: [CH2:1]([CH3:2])[N:3]([C:4](=[O:5])[Cl:6])[CH2:7][CH3:8].[CH:29]([Cl:30])([Cl:31])[Cl:32].[cH:23]1[cH:24][cH:25][n:26][cH:27][cH:28]1.[cH:9]1[c:10]([NH2:22])[cH:11][cH:12][c:13]2[o:14][c:15]3[c:16]([c:17]12)[CH2:18][CH2:19][CH2:20][CH2:21]3>>[CH2:1]([CH3:2])[N:3]([C:4](=[O:5])[NH:22][c:10]1[cH:9][c:17]2[c:13]([cH:12][cH:11]1)[o:14][c:15]1[c:16]2[CH2:18][CH2:19][CH2:20][CH2:21]1)[CH2:7][CH3:8]. The reactants are C1(CC1)COC=1C=CC2=C(C(=C(O2)C(C(C)C)NC2=CC=C(C=N2)C(=O)N(CCC(=O)OCC)C)C)C1 (Ethyl 3-[{[6-({1-[5-(cyclopropylmethoxy)-3-methyl-1-benzofuran-2-yl]-2-methylpropyl}amino)pyridin-3-yl]carbonyl}(methyl)amino]propanoate). Run in C(C)O (ethanol), O1CCCC1 (tetrahydrofuran), [OH-].[Na+] (sodium hydroxide). Reaction conditions: time 2 hour. Yields the product C1(CC1)COC=1C=CC2=C(C(=C(O2)C(C(C)C)NC2=CC=C(C=N2)C(=O)N(CCC(=O)O)C)C)C1 (3-[{[6-({1-[5-(cyclopropylmethoxy)-3-methyl-1-benzofuran-2-yl]-2-methylpropyl}amino)pyridin-3-yl]carbonyl}(methyl)amino]propanoic acid). Isolated yield 81.5%. As a reaction SMILES: [CH:1]1([CH2:4][O:5][C:6]2[CH:7]=[CH:8][C:9]3[O:13][C:12]([CH:14]([NH:18][C:19]4[N:24]=[CH:23][C:22]([C:25]([N:27]([CH3:35])[CH2:28][CH2:29][C:30]([O:32]CC)=[O:31])=[O:26])=[CH:21][CH:20]=4)[CH:15]([CH3:17])[CH3:16])=[C:11]([CH3:36])[C:10]=3[CH:37]=2)[CH2:3][CH2:2]1>C(O)C.O1CCCC1.[OH-].[Na+]>[CH:1]1([CH2:4][O:5][C:6]2[CH:7]=[CH:8][C:9]3[O:13][C:12]([CH:14]([NH:18][C:19]4[N:24]=[CH:23][C:22]([C:25]([N:27]([CH3:35])[CH2:28][CH2:29][C:30]([OH:32])=[O:31])=[O:26])=[CH:21][CH:20]=4)[CH:15]([CH3:17])[CH3:16])=[C:11]([CH3:36])[C:10]=3[CH:37]=2)[CH2:2][CH2:3]1 |f:3.4|. Reported procedure: Ethyl 3-[{[6-({1-[5-(cyclopropylmethoxy)-3-methyl-1-benzofuran-2-yl]-2-methylpropyl}amino)pyridin-3-yl]carbonyl}(methyl)amino]propanoate (100 mg) synthesized in Example A210 was dissolved in ethanol (0.5 mL)-tetrahydrofuran (0.5 mL), 1N aqueous sodium hydroxide solution (0.4 mL) was added to the solution, and the mixture was stirred at room temperature for 2 hr. The solvent was evaporated under reduced pressure, water (0.5 mL) was added to the residue, and the mixture was neutralized with 1N hyd... The reactants are ClC1=NC=NC(=C1)Cl (4,6-dichloropyrimidine), solution, C[O-].[Na+] (sodium methylate), OC=1C=C2C=CN=C(C2=CC1)C(=O)O (6-hydroxy-isoquinoline-1-carboxylic acid). The solvent is CN(C)C=O (DMF), CO (MeOH), CO (MeOH). Run at temperature 10 celsius, time 14 hour. Yields the product ClC1=CC(=NC=N1)OC=1C=C2C=CN=C(C2=CC1)C(=O)O (6-(6-Chloro-pyrimidin-4-yloxy)-isoquinoline-1-carboxylic acid). RXN SMILES: C[O-].[Na+].[OH:4][C:5]1[CH:6]=[C:7]2[C:12](=[CH:13][CH:14]=1)[C:11]([C:15]([OH:17])=[O:16])=[N:10][CH:9]=[CH:8]2.[Cl:18][C:19]1[CH:24]=[C:23](Cl)[N:22]=[CH:21][N:20]=1>CO.CN(C=O)C>[Cl:18][C:19]1[N:20]=[CH:21][N:22]=[C:23]([O:4][C:5]2[CH:6]=[C:7]3[C:12](=[CH:13][CH:14]=2)[C:11]([C:15]([OH:17])=[O:16])=[N:10][CH:9]=[CH:8]3)[CH:24]=1 |f:0.1|. Reported procedure: 40 ml (20 mMol) of a 0.5 M solution of sodium methylate in MeOH are added to a suspension of 1.9 g (10 mMol) 6-hydroxy-isoquinoline-1-carboxylic acid (CAS 174299-07-1) in 50 ml MeOH and sonicated until a solution is obtained. The solvent is then evaporated off. The residue is dried in high vacuum for 4 h and 100 ml DMF are added. The suspension is cooled to 10° C. and a solution of 1.55 g (10 mMol) 4,6-dichloropyrimidine in 25 ml DMF is added. The reaction mixture is stirred at room temperature ... Reported procedure: The desired product was prepared analogously to example F(7), Step 5, substituting 1-(4-bromo-2-fluoro-phenyl)-cyclopropanecarbonitrile (0.96 g, 4.0 mmol), from Step 2 above in place of 3-iodophenol, and 6-(2-cyclopentyl-2-hydroxy-but-3-ynyl)-2,2-dimethyl-[1,3]dioxin-4-one (1.06 g, 4.0 mmol; from Step 4 above) in place of 6-but-3-ynyl-3-chloro-6-cyclopentyl-dihydro-pyran-2,4-dione. Yield: 1.241 g, 73%. Reaction SMILES: Br[C:2]1[CH:7]=[CH:6][C:5]([C:8]2([C:11]#[N:12])[CH2:10][CH2:9]2)=[C:4]([F:13])[CH:3]=1.IC1C=C(O)C=CC=1.[CH:22]1([C:27]([OH:44])([C:38]#[C:39][Si](C)(C)C)[CH2:28][C:29]2[O:34][C:33]([CH3:36])([CH3:35])[O:32][C:31](=[O:37])[CH:30]=2)[CH2:26][CH2:25][CH2:24][CH2:23]1>>[CH:22]1([C:27]([OH:44])([CH2:28][C:29]2[O:34][C:33]([CH3:35])([CH3:36])[O:32][C:31](=[O:37])[CH:30]=2)[C:38]#[C:39][C:2]2[CH:7]=[CH:6][C:5]([C:8]3([C:11]#[N:12])[CH2:10][CH2:9]3)=[C:4]([F:13])[CH:3]=2)[CH2:26][CH2:25][CH2:24][CH2:23]1. The reactants are BrC1=CC(=C(C=C1)C1(CC1)C#N)F (1-(4-bromo-2-fluoro-phenyl)-cyclopropanecarbonitrile), IC=1C=C(C=CC1)O (3-iodophenol), C1(CCCC1)C(CC1=CC(OC(O1)(C)C)=O)(C#C[Si](C)(C)C)O (6-(2-Cyclopentyl-2-hydroxy-4-trimethylsilanyl-but-3-ynyl)-2,2-dimethyl-[1,3]dioxin-4-one). Yields the product C1(CCCC1)C(C#CC1=CC(=C(C=C1)C1(CC1)C#N)F)(CC=1OC(OC(C1)=O)(C)C)O (1-{4-[3-Cyclopentyl-4-(2,2-dimethyl-6-oxo-6H-[1,3]dioxin-4-yl)-3-hydroxy-but-1-ynyl]-2-fluoro-phenyl}-cyclopropanecarbonitrile). Starting materials: Cc1ccccc1, N#Cc1ccc(CCl)cc1, [PH4+], c1ccc(P(c2ccccc2)c2ccccc2)cc1. The product is [Cl-], N#Cc1ccc(C[P+](c2ccccc2)(c2ccccc2)c2ccccc2)cc1. RXN SMILES: [CH3:31][c:32]1[cH:33][cH:34][cH:35][cH:36][cH:37]1.[Cl:21][CH2:22][c:23]1[cH:24][cH:25][c:26]([C:27]#[N:28])[cH:29][cH:30]1.[PH4+:1].[c:2]1([P:8]([c:9]2[cH:10][cH:11][cH:12][cH:13][cH:14]2)[c:15]2[cH:16][cH:17][cH:18][cH:19][cH:20]2)[cH:3][cH:4][cH:5][cH:6][cH:7]1>>[Cl-:21].[c:2]1([P+:8]([c:9]2[cH:10][cH:11][cH:12][cH:13][cH:14]2)([c:15]2[cH:16][cH:17][cH:18][cH:19][cH:20]2)[CH2:22][c:23]2[cH:24][cH:25][c:26]([C:27]#[N:28])[cH:29][cH:30]2)[cH:3][cH:4][cH:5][cH:6][cH:7]1. The reactants are C[Mg]Cl (MeMgCl), solution, COC=1C=CC2=C(C(NS2(=O)=O)=O)C1 (5-Methoxy-1,1-dioxo-1,2-dihydro-1λ6-benzo[d]isothiazol-3-one), C (charcoal), O=S(Cl)Cl (SOCl2). Reagents/catalysts: CN(C)C=O (DMF). The solvent is C1CCOC1 (THF), C1CCOC1 (THF), C1CCOC1 (THF), xylenes. Reaction conditions: time 24 hour. The product is CC1(NS(C2=C1C=C(C=C2)O)(=O)=O)C (3,3-Dimethyl-1,1-dioxo-2,3-dihydro-1H-1λ6-benzo[d]isothiazol-5-ol). Isolated yield 40.0%. As a reaction SMILES: C[O:2][C:3]1[CH:4]=[CH:5][C:6]2[S:10](=[O:12])(=[O:11])[NH:9][C:8](=O)[C:7]=2[CH:14]=1.[CH4:15].O=S(Cl)Cl.[CH3:20][Mg]Cl>CN(C=O)C.C1COCC1>[CH3:15][C:8]1([CH3:20])[C:7]2[CH:14]=[C:3]([OH:2])[CH:4]=[CH:5][C:6]=2[S:10](=[O:12])(=[O:11])[NH:9]1. Reported procedure: Saccharine 5a (290 mg, 4.08 mmol) was dissolved in xylenes (10 mL) containing a small amount of activated charcoal (50 mg). DMF (2 drops) and freshly distilled SOCl2 (0.30 mL, 4.08 mmol) were added and the resulting mixture was heated to reflux for 15 hours. The solution was then cooled to room temperature and concentrated in vacuo to give a paste. The paste was dissolved in THF and the resulting solution was then added dropwise to a solution of MeMgCl (1.36 mL of a 3.0 M solution in THF, 4.08 m... The reactants are O=C1C(CCCC1)C(=O)OCC (ethyl 2-oxocyclohexanecarboxylate), NC(=O)OCC (urethane). Product: C(C)OC(=O)NC1=C(CCCC1)C(=O)OCC (ethyl 2-[(ethoxycarbonyl)amino]-1-cyclohexene-1-carboxylate). Reaction SMILES: O=[C:2]1[CH2:7][CH2:6][CH2:5][CH2:4][CH:3]1[C:8]([O:10][CH2:11][CH3:12])=[O:9].[NH2:13][C:14]([O:16][CH2:17][CH3:18])=[O:15]>>[CH2:17]([O:16][C:14]([NH:13][C:2]1[CH2:7][CH2:6][CH2:5][CH2:4][C:3]=1[C:8]([O:10][CH2:11][CH3:12])=[O:9])=[O:15])[CH3:18]. Reported procedure: Using the method of Example 1 Part A, ethyl 2-oxocyclohexanecarboxylate (201 g, 1.18 mole) was reacted with urethane to provide 135 g of ethyl 2-[(ethoxycarbonyl)amino]-1-cyclohexene-1-carboxylate as a white solid.